This data is from the Open Reaction Database (ORD), a public repository of structured organic reaction records. The task is: describe an organic reaction: reactants, conditions, products, and yield Reactants: N1(CCNCC1)C=1N=C(C2=C(N1)CCS2)CCCN ((2-piperazin-1-yl-6,7-dihydrothieno[3,2-d]pyrimidin-4-yl)propylamine), C([O-])([O-])=O.[Cs+].[Cs+] (cesium carbonate), C(CC)NC=1C2=C(N=C(N1)N1CCN(CC1)C=1C=C(C(=O)O)C=CC1)CCS2 (3-[4-(4-propylamino-6,7-dihydrothieno[3,2-d]pyrimidin-2-yl)piperazin-1-yl]benzoic acid), CC1(C2=C(C(=CC=C2)P(C3=CC=CC=C3)C4=CC=CC=C4)OC5=C(C=CC=C51)P(C6=CC=CC=C6)C7=CC=CC=C7)C (Xantphos). The reagents and catalysts are C(C)(=O)[O-].[Pd+2].C(C)(=O)[O-] (palladium acetate). Run in C1(=CC=CC=C1)C (toluene), O (water). Conditions: temperature 80 celsius, time 24 hour. Product: C(CC)NC=1C2=C(N=C(N1)N1CCN(CC1)C1=CC=C(C#N)C=C1)CCS2 (4-[4-(4-propylamino-6,7-dihydrothieno[3,2-d]pyrimidin-2-yl)piperazin-1-yl]benzonitrile). Reaction SMILES: N1(C2N=[C:9]([CH2:16][CH2:17][CH2:18][NH2:19])[C:10]3SC[CH2:13][C:11]=3N=2)CCNCC1.[CH2:20]([NH:23][C:24]1[C:25]2[S:47][CH2:46][CH2:45][C:26]=2[N:27]=[C:28]([N:30]2[CH2:35][CH2:34][N:33](C3C=C(C=CC=3)C(O)=O)[CH2:32][CH2:31]2)[N:29]=1)[CH2:21][CH3:22].CC1(C)C2C(=C(P(C3C=CC=CC=3)C3C=CC=CC=3)C=CC=2)OC2C(P(C3C=CC=CC=3)C3C=CC=CC=3)=CC=CC1=2.C(=O)([O-])[O-].[Cs+].[Cs+]>C1(C)C=CC=CC=1.C([O-])(=O)C.[Pd+2].C([O-])(=O)C.O>[CH2:20]([NH:23][C:24]1[C:25]2[S:47][CH2:46][CH2:45][C:26]=2[N:27]=[C:28]([N:30]2[CH2:35][CH2:34][N:33]([C:10]3[CH:9]=[CH:16][C:17]([C:18]#[N:19])=[CH:13][CH:11]=3)[CH2:32][CH2:31]2)[N:29]=1)[CH2:21][CH3:22] |f:3.4.5,7.8.9|. Procedure details: 0.150 g (0.5 mmol) of (2-piperazin-1-yl-6,7-dihydrothieno[3,2-d]pyrimidin-4-yl)propylamine (VII), 0.082 g (0.45 mmol) of 4-bromobenzonitrile (VIII), 0.011 g (0.05 mmol) of palladium acetate, 0.041 g (0.07 mmol) of Xantphos, and 0.204 g (0.6 mmol) of cesium carbonate are placed in 1 mL of toluene, then stirred for 24 hours at 80° C. Then the reaction mixture is combined with water and extracted with ethyl acetate. The organic phase is washed with water, dried, and evaporated to dryness. The resid... Starting materials: ClC=1C=CC=C2C(=NN(C12)C(C)C)C1=C(C=C(C=C1)OC)C (7-chloro-1-isopropyl-3-(4-methoxy-2-methylphenyl)-1H-indazole), B(Br)(Br)Br (boron tribromide), C1=CCCCC1 (cyclohexene). The product is ClC=1C=CC=C2C(=NN(C12)C(C)C)C1=C(C=C(C=C1)O)C (4-(7-chloro-1-isopropyl-1H-indazol-3-yl)-3-methylphenol). Yield: 53.2%. Reaction SMILES: [Cl:1][C:2]1[CH:3]=[CH:4][CH:5]=[C:6]2[C:10]=1[N:9]([CH:11]([CH3:13])[CH3:12])[N:8]=[C:7]2[C:14]1[CH:19]=[CH:18][C:17]([O:20]C)=[CH:16][C:15]=1[CH3:22].B(Br)(Br)Br.C1CCCCC=1>>[Cl:1][C:2]1[CH:3]=[CH:4][CH:5]=[C:6]2[C:10]=1[N:9]([CH:11]([CH3:13])[CH3:12])[N:8]=[C:7]2[C:14]1[CH:19]=[CH:18][C:17]([OH:20])=[CH:16][C:15]=1[CH3:22]. Procedure details: Prepared according to Method D step C from 7-chloro-1-isopropyl-3-(4-methoxy-2-methylphenyl)-1H-indazole (0.090 g, 0.3 mmol), boron tribromide (0.104 mL, 1.1 mmol) and 1.0 mL of cyclohexene to give the product (0.048 g) as a white solid. The reactants are C(C)N1C=C(C(C2=CC(=C(C=C12)N1CC(NCC1)CF)F)=O)C(=O)O (1-ethyl-6-fluoro-7-[3-(fluoromethyl)-1-piperazinyl]-1,4-dihydro-4-oxo-3-quinolinecarboxylic acid), C(=O)[O-].[Na+] (sodium formate), [OH-].[Na+] (sodium hydroxide). Run in C(C)(=O)O (acetic acid), C=O (formaldehyde), C(C)(=O)O (acetic acid). Product: C(C)N1C=C(C(C2=CC(=C(C=C12)N1CC(N(CC1)C)CF)F)=O)C(=O)O (1-Ethyl-6-fluoro-7-[3-(fluoromethyl)-4-methyl-1-piperazinyl]-1,4-dihydro-4-oxo-3-quinolinecarboxylic acid). As a reaction SMILES: [CH2:1]([N:3]1[C:12]2[C:7](=[CH:8][C:9]([F:21])=[C:10]([N:13]3[CH2:18][CH2:17][NH:16][CH:15]([CH2:19][F:20])[CH2:14]3)[CH:11]=2)[C:6](=[O:22])[C:5]([C:23]([OH:25])=[O:24])=[CH:4]1)[CH3:2].[CH:26]([O-])=O.[Na+].[OH-].[Na+]>C(O)(=O)C.C=O>[CH2:1]([N:3]1[C:12]2[C:7](=[CH:8][C:9]([F:21])=[C:10]([N:13]3[CH2:18][CH2:17][N:16]([CH3:26])[CH:15]([CH2:19][F:20])[CH2:14]3)[CH:11]=2)[C:6](=[O:22])[C:5]([C:23]([OH:25])=[O:24])=[CH:4]1)[CH3:2] |f:1.2,3.4|. Procedure: 25 A 100 mg portion of 1-ethyl-6-fluoro-7-[3-(fluoromethyl)-1-piperazinyl]-1,4-dihydro-4-oxo-3-quinolinecarboxylic acid and 300 mg of sodium formate were dissolved in a mixture of 3 ml of glacial acetic acid and 3 ml of 37% formaldehyde and refluxed overnight. The mixture was cooled, basified with sodium hydroxide, acidified with glacial acetic acid and evaporated. The residue was triturated with hot chloroform and the solid crystallized from methanol, giving 91 mg of the desired product, mp 230... Starting materials: CC1CCC(=O)N(CC(CC(=O)OCc2ccccc2)NC(=O)OC(C)(C)C)C1=O, CO, [H][H]. Yields the product CC1CCC(=O)N(CC(CC(=O)O)NC(=O)OC(C)(C)C)C1=O. RXN SMILES: [CH2:1]([c:2]1[cH:3][cH:4][cH:5][cH:6][cH:7]1)[O:8][C:9]([CH2:10][CH:11]([CH2:12][N:13]1[C:14](=[O:21])[CH:15]([CH3:20])[CH2:16][CH2:17][C:18]1=[O:19])[NH:22][C:23](=[O:24])[O:25][C:26]([CH3:27])([CH3:28])[CH3:29])=[O:30].[CH3:33][OH:34].[H:31][H:32]>>[O:8]=[C:9]([CH2:10][CH:11]([CH2:12][N:13]1[C:14](=[O:21])[CH:15]([CH3:20])[CH2:16][CH2:17][C:18]1=[O:19])[NH:22][C:23](=[O:24])[O:25][C:26]([CH3:27])([CH3:28])[CH3:29])[OH:30]. The reactants are OP(=O)(O)[O-].[K+] (KH2PO4), [Si](C)(C)(C(C)(C)C)N1C=CC2=C(C=CC=C12)Cl (N-tert-butyldimethylsilyl -4-chloroindole), C(C)(C)(C)O[Na] (tert-BuONa), N1(CCNCC1)C(=O)OC(C)(C)C (tert-butyl 1-piperazinecarboxylate), C1(CCCCC1)P(C1=C(C=CC=C1)C1=CC=CC=C1)C1CCCCC1 (2-(dicyclohexylphosphino)-biphenyl). The reagents and catalysts are C(C)(=O)[O-].[Pd+2].C(C)(=O)[O-] (Palladium(II) acetate). Run in C1(=CC=CC=C1)C (toluene). Product: [Si](C)(C)(C(C)(C)C)N1C=CC2=C(C=CC=C12)N1CCN(CC1)C(=O)OC(C)(C)C (N-tert-Butyldimethylsilyl-4-(4-Boc-piperazinyl)-indole). Reaction SMILES: [Si:1]([N:8]1[C:16]2[C:11](=[C:12](Cl)[CH:13]=[CH:14][CH:15]=2)[CH:10]=[CH:9]1)([C:4]([CH3:7])([CH3:6])[CH3:5])([CH3:3])[CH3:2].[N:18]1([C:24]([O:26][C:27]([CH3:30])([CH3:29])[CH3:28])=[O:25])[CH2:23][CH2:22][NH:21][CH2:20][CH2:19]1.C1(P(C2CCCCC2)C2C=CC=CC=2C2C=CC=CC=2)CCCCC1.C(O[Na])(C)(C)C.OP([O-])(O)=O.[K+]>C1(C)C=CC=CC=1.C([O-])(=O)C.[Pd+2].C([O-])(=O)C>[Si:1]([N:8]1[C:16]2[C:11](=[C:12]([N:21]3[CH2:20][CH2:19][N:18]([C:24]([O:26][C:27]([CH3:30])([CH3:29])[CH3:28])=[O:25])[CH2:23][CH2:22]3)[CH:13]=[CH:14][CH:15]=2)[CH:10]=[CH:9]1)([C:4]([CH3:7])([CH3:6])[CH3:5])([CH3:3])[CH3:2] |f:4.5,7.8.9|. Procedure: The compound was prepared according to Method 2 from N-tert-butyldimethylsilyl -4-chloroindole (100 g, 376 mmol, 1 equiv.), tert-butyl 1-piperazinecarboxylate (84 g, 451 mmol), Palladium(II) acetate (1.26 g., 5.62 mmol, 2%), 2-(dicyclohexylphosphino)-biphenyl (3.95 g., 11.28 mmol, 4 mol %), tert-BuONa (50 g, 520 mmol, 1.4 equiv.) in toluene. The solution was cooled to room temperature and KH2PO4 (150 mL, 13% aqueous solution) was added and pH was adjusted (pH=8–9) followed by extraction with tol... The reactants are O (water), O=CC(Cl)(Cl)Cl (chloral), N1(N=CN=C1)CC(=O)C1(CCCC1)CC (1-ethylcyclopentyl (1,2,4-triazol-1-yl)-methyl ketone), C([O-])([O-])=O.[K+].[K+] (potassium carbonate). Solvent: O1CCCC1 (tetrahydrofuran). Run at time 8 hour. Product: ClC(C(C(C(=O)C1(CCCC1)CC)N1N=CN=C1)O)(Cl)Cl (1,1,1-trichloro-2-hydroxy-3-(1,2,4-triazol-1-yl)-4-(1-ethylcyclopentan-1-yl)-butan-4-one). Yield: 39.5%. Reaction SMILES: [O:1]=[CH:2][C:3]([Cl:6])([Cl:5])[Cl:4].[N:7]1([CH2:12][C:13]([C:15]2([CH2:20][CH3:21])[CH2:19][CH2:18][CH2:17][CH2:16]2)=[O:14])[CH:11]=[N:10][CH:9]=[N:8]1.C(=O)([O-])[O-].[K+].[K+].O>O1CCCC1>[Cl:4][C:3]([Cl:6])([Cl:5])[CH:2]([OH:1])[CH:12]([N:7]1[CH:11]=[N:10][CH:9]=[N:8]1)[C:13]([C:15]1([CH2:20][CH3:21])[CH2:16][CH2:17][CH2:18][CH2:19]1)=[O:14] |f:2.3.4|. Procedure details: 9.3 g (0.064 mol) of chloral were added dropwise to 10.4 g (0.05 mol) of 1-ethylcyclopentyl (1,2,4-triazol-1-yl)methyl ketone (prepared as described in Example 1) and 13.8 g (0.1 mol) of ground potassium carbonate in 100 ml of tetrahydrofuran. The reaction mixture was stirred overnight at room temperature and was then stirred with water. The solid formed was filtered off under suction and recrystallized from ethyl acetate. 7 g (39.5% of theory) of 1,1,1-trichloro-2-hydroxy-3-(1,2,4-triazol-1-yl)...